This data is from the Open Reaction Database (ORD), a public repository of structured organic reaction records. The task is: describe an organic reaction: reactants, conditions, products, and yield Starting materials: N(=[N+]=[N-])C1C=2C=CC(=CC2CCC1)OS(=O)(=O)C(F)(F)F (trifluoro-methanesulfonic acid 5-azido-5,6,7,8-tetrahydro-naphthalen-2-yl Ester), C1=CC=C(C=C1)P(C2=CC=CC=C2)C3=CC=CC=C3 (PPh3), O (H2O), Cl (HCl). Run in C1CCOC1 (THF). Conditions: time 8 hour. Yields the product NC1C=2C=CC(=CC2CCC1)OS(=O)(=O)C(F)(F)F (trifluoro-methanesulfonic acid 5-amino-5,6,7,8-tetrahydro-naphthalen-2-yl Ester). RXN SMILES: [N:1]([CH:4]1[CH2:13][CH2:12][CH2:11][C:10]2[CH:9]=[C:8]([O:14][S:15]([C:18]([F:21])([F:20])[F:19])(=[O:17])=[O:16])[CH:7]=[CH:6][C:5]1=2)=[N+]=[N-].C1C=CC(P(C2C=CC=CC=2)C2C=CC=CC=2)=CC=1.O.Cl>C1COCC1>[NH2:1][CH:4]1[CH2:13][CH2:12][CH2:11][C:10]2[CH:9]=[C:8]([O:14][S:15]([C:18]([F:21])([F:19])[F:20])(=[O:17])=[O:16])[CH:7]=[CH:6][C:5]1=2. Procedure details: A solution of trifluoro-methanesulfonic acid 5-azido-5,6,7,8-tetrahydro-naphthalen-2-yl ester (Step C, 10.3 g, 32.1 mmol, 1.0 eq) in THF (70 mL) was added PPh3 (Aldrich, 8.4 g, 32.1 mmol, 1.0 eq), and H2O (30 mL) at 0° C. The mixture was warmed to RT and stirred overnight. 2 N HCl was added until the mixture was acidic (pH ˜1-2). The mixture was extracted with toluene (3×100 mL). The aqueous phase was neutralized with 5 N NaOH to pH around 12-13, and extracted with ether (3×150 mL). The ether so...